Dataset: the Open Reaction Database (ORD), a public repository of structured organic reaction records. Task: describe an organic reaction: reactants, conditions, products, and yield The reactants are ClC1=CC(=C(CN2N=CC3=CC(=CC=C23)\C=C/2\C(NC(S2)=O)=O)C=C1)C(F)(F)F ((5Z)-5-({1-[4-chloro-2-(trifluoromethyl)benzyl]-1H-indazol-5-yl}methylidene)-2,4-dioxo-1,3-thiazolidine), S1C=NC=C1CO (thiazol-5-ylmethanol). Product: ClC1=CC(=C(CN2N=CC3=CC(=CC=C23)\C=C/2\C(N(C(S2)=O)CC2=CN=CS2)=O)C=C1)C(F)(F)F ((5Z)-5-({1-[4-Chloro-2-(trifluoromethyl)benzyl]-1H-indazol-5-yl}methylidene)-3-(1,3-thiazol-5-ylmethyl)-1,3-thiazolidine-2,4-dione). As a reaction SMILES: [Cl:1][C:2]1[CH:25]=[CH:24][C:5]([CH2:6][N:7]2[C:15]3[C:10](=[CH:11][C:12](/[CH:16]=[C:17]4/[C:18](=[O:23])[NH:19][C:20](=[O:22])[S:21]/4)=[CH:13][CH:14]=3)[CH:9]=[N:8]2)=[C:4]([C:26]([F:29])([F:28])[F:27])[CH:3]=1.[S:30]1[C:34]([CH2:35]O)=[CH:33][N:32]=[CH:31]1>>[Cl:1][C:2]1[CH:25]=[CH:24][C:5]([CH2:6][N:7]2[C:15]3[C:10](=[CH:11][C:12](/[CH:16]=[C:17]4/[C:18](=[O:23])[N:19]([CH2:35][C:34]5[S:30][CH:31]=[N:32][CH:33]=5)[C:20](=[O:22])[S:21]/4)=[CH:13][CH:14]=3)[CH:9]=[N:8]2)=[C:4]([C:26]([F:27])([F:29])[F:28])[CH:3]=1. Procedure details: (5Z)-5-({1-[4-Chloro-2-(trifluoromethyl)benzyl]-1H-indazol-5-yl}methylidene)-3-(1,3-thiazol-5-ylmethyl)-1,3-thiazolidine-2,4-dione was prepared from [(5Z)-5-({1-[4-chloro-2-(trifluoromethyl)benzyl]-1H-indazol-5-yl}methylidene)-2,4-dioxo-1,3-thiazolidine (from Example 1) and thiazol-5-ylmethanol following General Procedure J.